This data is from the Open Reaction Database (ORD), a public repository of structured organic reaction records. The task is: describe an organic reaction: reactants, conditions, products, and yield Reactants: COC([C@@H](N)CSCC1=CC=CC=C1)=O (S-benzyl-(L)-cysteine methyl ester), C(C1=CC=CC=C1)[C@H]1C(=O)OC([C@@H](C1)CC1=CC=CC=C1)=O ((S,S)-2,4-dibenzylglutaric anhydride). The solvent is N1=CC=CC=C1 (pyridine), C(Cl)Cl (methylene chloride). Product: COC([C@@H](NC([C@@H](C[C@H](C(=O)O)CC1=CC=CC=C1)CC1=CC=CC=C1)=O)CSCC1=CC=CC=C1)=O (N-[(S,S)-2,4-dibenzyl-4-carboxy-butyryl]-S-benzyl-(L)-cysteine methyl ester). As a reaction SMILES: [CH3:1][O:2][C:3](=[O:15])[C@H:4]([CH2:6][S:7][CH2:8][C:9]1[CH:14]=[CH:13][CH:12]=[CH:11][CH:10]=1)[NH2:5].[CH2:16]([C@@H:23]1[CH2:29][C@@H:28]([CH2:30][C:31]2[CH:36]=[CH:35][CH:34]=[CH:33][CH:32]=2)[C:27](=[O:37])[O:26][C:24]1=[O:25])[C:17]1[CH:22]=[CH:21][CH:20]=[CH:19][CH:18]=1>N1C=CC=CC=1.C(Cl)Cl>[CH3:1][O:2][C:3](=[O:15])[C@H:4]([CH2:6][S:7][CH2:8][C:9]1[CH:14]=[CH:13][CH:12]=[CH:11][CH:10]=1)[NH:5][C:27](=[O:37])[C@H:28]([CH2:30][C:31]1[CH:32]=[CH:33][CH:34]=[CH:35][CH:36]=1)[CH2:29][C@@H:23]([CH2:16][C:17]1[CH:18]=[CH:19][CH:20]=[CH:21][CH:22]=1)[C:24]([OH:26])=[O:25]. Reported procedure: A solution of 4.5 g of S-benzyl-(L)-cysteine methyl ester and 2.8 g of (S,S)-2,4-dibenzylglutaric anhydride in 25 ml of pyridine and 25 ml of methylene chloride is stirred at room temperature overnight. The mixture is concentrated, the residue is dissolved in ether and the solution is washed with 1N hydrochloric acid, saturated sodium chloride, dried over magnesium sulfate, concentrated, to yield N-[(S,S)-2,4-dibenzyl-4-carboxy-butyryl]-S-benzyl-(L)-cysteine methyl ester (oil). Procedure: To a suspension of 5-(5-bromo-2-chloro-pyridin-3-yl)-5-hydroxymethyl-morpholin-3-one (547 mg, 1.70 mmol) in THF (13.6 ml) was added at 0° C. within 5 min a solution of DAST (1.01 ml, 7.65 mmol) in THF (7.2 ml), the reaction mixture was stirred at room temperature for 6 h. The mixture was cooled to 0° C., halfsaturated aq. Na2CO3 was added and the mixture was extracted with EtOAc, the combined organic layers were washed with halfsaturated aq. NaCl, dried with Na2SO4 and evaporated. The residue wa... Run at time 6 hour. Reactants: CCN(CC)S(F)(F)F (DAST), BrC=1C=C(C(=NC1)Cl)C1(COCC(N1)=O)CO (5-(5-bromo-2-chloro-pyridin-3-yl)-5-hydroxymethyl-morpholin-3-one), C(=O)([O-])[O-].[Na+].[Na+] (Na2CO3). Yields the product BrC=1C=C(C(=NC1)Cl)C1(COCC(N1)=O)CF (5-(5-Bromo-2-chloro-pyridin-3-yl)-5-fluoromethyl-morpholin-3-one). RXN SMILES: [Br:1][C:2]1[CH:3]=[C:4]([C:9]2([CH2:16]O)[NH:14][C:13](=[O:15])[CH2:12][O:11][CH2:10]2)[C:5]([Cl:8])=[N:6][CH:7]=1.CCN(S(F)(F)[F:24])CC.C([O-])([O-])=O.[Na+].[Na+]>C1COCC1>[Br:1][C:2]1[CH:3]=[C:4]([C:9]2([CH2:16][F:24])[NH:14][C:13](=[O:15])[CH2:12][O:11][CH2:10]2)[C:5]([Cl:8])=[N:6][CH:7]=1 |f:2.3.4|. Solvent: C1CCOC1 (THF), C1CCOC1 (THF). The reactants are CCN=C=NCCCN(C)C (EDCI), C=1C=CC2=C(C1)N=NN2O (HOBt), CN1CCOCC1 (4-methyl morpholin), ClC=1C=C(COC(NC=2C=C3CCNCC3=CC2)=O)C=C(C1)Cl ((1,2,3,4-Tetrahydro-isoquinolin-6-yl)-carbamic acid 3,5-dichloro-benzyl ester), 1H-1,2,3-benzothiazole-5-carboxyllic. Run in O (water), CN(C)C=O (DMF). The product is ClC=1C=C(COC(NC=2C=C3CCN(CC3=CC2)C(=O)C2=CC3=C(NN=N3)C=C2)=O)C=C(C1)Cl ([2-(1H-Benzotriazole-5-carbonyl)-1,2,3,4-tetrahydro-isoquinolin-6-yl]-carbamic acid 3,5-dichloro-benzyl ester), solid. The yield is 70.0%. As a reaction SMILES: [Cl:1][C:2]1[CH:3]=[C:4]([CH:20]=[C:21]([Cl:23])[CH:22]=1)[CH2:5][O:6][C:7](=[O:19])[NH:8][C:9]1[CH:10]=[C:11]2[C:16](=[CH:17][CH:18]=1)[CH2:15][NH:14][CH2:13][CH2:12]2.CN1CC[O:28][CH2:27]C1.CCN=C=NCCCN(C)C.[CH:42]1[CH:43]=[CH:44][C:45]2[N:50](O)[N:49]=[N:48][C:46]=2[CH:47]=1>CN(C=O)C.O>[Cl:23][C:21]1[CH:20]=[C:4]([CH:3]=[C:2]([Cl:1])[CH:22]=1)[CH2:5][O:6][C:7](=[O:19])[NH:8][C:9]1[CH:10]=[C:11]2[C:16](=[CH:17][CH:18]=1)[CH2:15][N:14]([C:27]([C:42]1[CH:43]=[CH:44][C:45]3[NH:50][N:49]=[N:48][C:46]=3[CH:47]=1)=[O:28])[CH2:13][CH2:12]2. Procedure: Starting material 47 (46 mg, 0.1 mmol), 1H-1,2,3-benzothiazole-5-carboxyllic acid (22 mg, 0.1 mmol) and 4-methyl morpholin (40 μL, 0.4 mmol) were dissolved in 2 ml DMF. Then EDCI (38 mg, 0.2 mmol) and HOBt (26 mg, 0.2 mmol) were added and the mixture was stirred over night at ambient temperature. The reaction mixture was mixed with water and the resulting precipitate was filtered and dried in vacuo at 45° C. The desired product 48 could thereby be isolated as light brown solid (34 mg, 0.07 mmol,... Starting materials: ice water, ClC=1SC=CC1 (2-chlorothiophene), [Cl-].C(C)OC(CCCCC(=O)O)=O (adipic acid monoethyl ester chloride), [Cl-].[Al+3].[Cl-].[Cl-] (aluminum chloride). Product: ClC1=CC=C(S1)C(CCCCC(=O)OCC)=O (ethyl 6-(5-chloro-2-thienyl)-6-oxohexanoate). RXN SMILES: [Cl:1][C:2]1[S:3][CH:4]=[CH:5][CH:6]=1.[Cl-].[CH2:8]([O:10][C:11](=[O:19])[CH2:12][CH2:13][CH2:14][CH2:15][C:16](O)=[O:17])[CH3:9].[Cl-].[Al+3].[Cl-].[Cl-]>>[Cl:1][C:2]1[S:3][C:4]([C:16](=[O:17])[CH2:15][CH2:14][CH2:13][CH2:12][C:11]([O:10][CH2:8][CH3:9])=[O:19])=[CH:5][CH:6]=1 |f:1.2,3.4.5.6|. Procedure: To a mixture of 2-chlorothiophene (36.0 g) and adipic acid monoethyl ester chloride (36.9 g) was added gradually aluminum chloride (50.8 g) with stirring under ice-cooling, and the resulting mixture was stirred at room temperature for 2 hours. The reaction mixture was poured into ice water (1 L) and extracted with diethyl ether (200 ml×2). The organic layer was washed with a 10% aqueous solution of sodium hydrogen carbonate (200 ml), dried over anhydrous magnesium sulfate, and concentrated to gi... Starting materials: C(C)OC(C(NNC(=S)N1CCN(CC1)C(C1=C(C=CC=C1)C(F)(F)F)=O)=O)=O (Oxo-{N′-[4-(2-trifluoromethylbenzoyl)piperazine-1-carbothioyl]hydrazino}-acetic acid ethyl ester), CS(=O)(=O)O (Methanesulfonic acid). Run in C1(=CC=CC=C1)C (toluene), CN1C(CCC1)=O (N-methyl-2-pyrrolidone). Product: C(C)OC(=O)C=1SC(=NN1)N1CCN(CC1)C(C1=C(C=CC=C1)C(F)(F)F)=O (5-[4-(2-TRIFLUOROMETHYLBENZOYL)PIPERAZIN-1-YL]-[1,3,4]THIADIAZOLE-2-CARBOXYLIC ACID ETHYL ESTER). Yield: 68.0%. As a reaction SMILES: [CH2:1]([O:3][C:4](=[O:29])[C:5](=O)[NH:6][NH:7][C:8]([N:10]1[CH2:15][CH2:14][N:13]([C:16](=[O:27])[C:17]2[CH:22]=[CH:21][CH:20]=[CH:19][C:18]=2[C:23]([F:26])([F:25])[F:24])[CH2:12][CH2:11]1)=[S:9])[CH3:2].CS(O)(=O)=O>C1(C)C=CC=CC=1.CN1CCCC1=O>[CH2:1]([O:3][C:4]([C:5]1[S:9][C:8]([N:10]2[CH2:15][CH2:14][N:13]([C:16](=[O:27])[C:17]3[CH:22]=[CH:21][CH:20]=[CH:19][C:18]=3[C:23]([F:26])([F:25])[F:24])[CH2:12][CH2:11]2)=[N:7][N:6]=1)=[O:29])[CH3:2]. Procedure details: Oxo-{N′-[4-(2-trifluoromethylbenzoyl)piperazine-1-carbothioyl]hydrazino}-acetic acid ethyl ester (2.88 g, 6.56 mmol) was dissolved in a mixture of 50 mL of toluene and 10 mL of N-methyl-2-pyrrolidone. Methanesulfonic acid (0.723 mL, 11.15 mmol) was then added dropwise over 5 minutes to the stirred solution. The mixture was refluxed for 1.5 hours, then evaporated to 10 mL, and then 20 mL of water was added. The pH of the solution was adjusted to 8 by saturated NaHCO3. The mixture was extracted wi... Isolated yield 3.8%. Yields the product N1=CC=CC2=C(C=CC=C12)OC1=CC(=NC=C1)NC=1SC2=NC=CC=C2N1 (N-(4-(quinolin-5-yloxy)pyridin-2-yl)thiazolo[5,4-b]pyridin-2-amine). The reactants are N1=CC=CC2=C(C=CC=C12)OC1=CC(=NC=C1)N (4-(quinolin-5-yloxy)pyridin-2-amine), ClC1=NC=CC=C1N=C=S (2-chloro-3-isothiocyanatopyridine). Reported procedure: The title compound was prepared according to the method of Example 180 from 4-(quinolin-5-yloxy)pyridin-2-amine and 2-chloro-3-isothiocyanatopyridine; (0.006 g, 3.83% yield) as a light yellow solid. 1H NMR (d6-DMSO) δ 11.47 (s, 1H), 9.00 (dd, 1H), 8.32 (m, 3H), 8.04 (d, 1H), 7.88 (t, 2H), 7.59 (dd, 1H), 7.51 (d, 1H), 7.38 (dd, 1H), 6.77 (dd, 1H), 6.66 (d, 1H). Reaction SMILES: [N:1]1[C:10]2[C:5](=[C:6]([O:11][C:12]3[CH:17]=[CH:16][N:15]=[C:14]([NH2:18])[CH:13]=3)[CH:7]=[CH:8][CH:9]=2)[CH:4]=[CH:3][CH:2]=1.Cl[C:20]1[C:25]([N:26]=[C:27]=[S:28])=[CH:24][CH:23]=[CH:22][N:21]=1>>[N:1]1[C:10]2[C:5](=[C:6]([O:11][C:12]3[CH:17]=[CH:16][N:15]=[C:14]([NH:18][C:27]4[S:28][C:20]5[C:25]([N:26]=4)=[CH:24][CH:23]=[CH:22][N:21]=5)[CH:13]=3)[CH:7]=[CH:8][CH:9]=2)[CH:4]=[CH:3][CH:2]=1.